From a dataset of the Open Reaction Database (ORD), a public repository of structured organic reaction records. describe an organic reaction: reactants, conditions, products, and yield Reactants: ClC=1N=C(NC1CC)C(=O)N[C@H]1[C@@H](CNCC1)NCCC (trans(±)-4-chloro-5-ethyl-N-[3-(propylamino)piperidin-4-yl]-1H-imidazole-2-carboxamide), BrC=1SC(=C(N1)C)C(=O)OCC (ethyl 2-bromo-4-methyl-1,3-thiazole-5-carboxylate), C([O-])([O-])=O.[Na+].[Na+] (sodium carbonate). Product: ClC=1N=C(NC1CC)C(=O)N[C@H]1[C@@H](CN(CC1)C=1SC(=C(N1)C)C(=O)OCC)NCCC (Ethyl trans(±)-2-(4-{[(4-chloro-5-ethyl-1H-imidazol-2-yl)carbonyl]amino}-3-(propylamino)piperidin-1-yl)-4-methyl-1,3-thiazole-5-carboxylate). Isolated yield 84.1%. Reaction SMILES: [Cl:1][C:2]1[N:3]=[C:4]([C:9]([NH:11][C@@H:12]2[CH2:17][CH2:16][NH:15][CH2:14][C@H:13]2[NH:18][CH2:19][CH2:20][CH3:21])=[O:10])[NH:5][C:6]=1[CH2:7][CH3:8].Br[C:23]1[S:24][C:25]([C:29]([O:31][CH2:32][CH3:33])=[O:30])=[C:26]([CH3:28])[N:27]=1.C(=O)([O-])[O-].[Na+].[Na+]>>[Cl:1][C:2]1[N:3]=[C:4]([C:9]([NH:11][C@@H:12]2[CH2:17][CH2:16][N:15]([C:23]3[S:24][C:25]([C:29]([O:31][CH2:32][CH3:33])=[O:30])=[C:26]([CH3:28])[N:27]=3)[CH2:14][C@H:13]2[NH:18][CH2:19][CH2:20][CH3:21])=[O:10])[NH:5][C:6]=1[CH2:7][CH3:8] |f:2.3.4|. Procedure details: The same operation as in Example (196c) was performed using trans(±)-4-chloro-5-ethyl-N-[3-(propylamino)piperidin-4-yl]-1H-imidazole-2-carboxamide obtained in Example (205a) (10.0 mg, 0.032 mmol), ethyl 2-bromo-4-methyl-1,3-thiazole-5-carboxylate (9 mg, 0.035 mmol) and sodium carbonate (10 mg, 0.096 mmol), to obtain 13 mg of the title compound (85%) as a colorless solid. Reactants: O=C([O-])[O-], O=C(CCc1ccc(O)cc1)N1CCc2ccccc2C1, COC(=O)c1ccccc1CBr, CC#N, [K+], [K+]. The product is COC(=O)c1ccccc1COc1ccc(CCC(=O)N2CCc3ccccc3C2)cc1. Reaction SMILES: [C:34](=[O:35])([O-:36])[O-:37].[CH2:1]1[N:2]([C:11]([CH2:12][CH2:13][c:14]2[cH:15][cH:16][c:17]([OH:20])[cH:18][cH:19]2)=[O:21])[CH2:3][CH2:4][c:5]2[cH:6][cH:7][cH:8][cH:9][c:10]21.[CH3:22][O:23][C:24]([c:25]1[c:26]([CH2:31][Br:32])[cH:27][cH:28][cH:29][cH:30]1)=[O:33].[CH3:40][C:41]#[N:42].[K+:38].[K+:39]>>[CH2:1]1[N:2]([C:11]([CH2:12][CH2:13][c:14]2[cH:15][cH:16][c:17]([O:20][CH2:31][c:26]3[c:25]([C:24]([O:23][CH3:22])=[O:33])[cH:30][cH:29][cH:28][cH:27]3)[cH:18][cH:19]2)=[O:21])[CH2:3][CH2:4][c:5]2[cH:6][cH:7][cH:8][cH:9][c:10]21. The reactants are ClC/C(=C(/C(=O)OCC)\C#N)/NC(=O)N (ethyl 4-chloro-2-cyano-3-ureidocrotonate), Cl (hydrochloric acid). Run in aqueous solution, [OH-].[Na+] (sodium hydroxide). Conditions: time 1 hour. The product is C(#N)C=1C(NC(NC1CCl)=O)=O (5-cyano-6-chloromethyluracil). The yield is 37.0%. As a reaction SMILES: [Cl:1][CH2:2]/[C:3](/[NH:12][C:13]([NH2:15])=[O:14])=[C:4](\[C:10]#[N:11])/[C:5](OCC)=[O:6].Cl>[OH-].[Na+]>[C:10]([C:4]1[C:5](=[O:6])[NH:15][C:13](=[O:14])[NH:12][C:3]=1[CH2:2][Cl:1])#[N:11] |f:2.3|. Procedure: Dissolved in 17 ml of a 2 N aqueous solution of sodium hydroxide were 3.88 g of the ethyl 4-chloro-2-cyano-ureidocrotonate (22) obtained in Referential Example 5. The resulting mixture was stirred at room temperature for 1 hour and under ice cooling, was neutralized with 2 N hydrochloric acid. A crystallized matter was collected by filtration, whereby 1.16.g of the title compound were obtained (yield: 37%).